This data is from the Open Reaction Database (ORD), a public repository of structured organic reaction records. The task is: describe an organic reaction: reactants, conditions, products, and yield Reactants: FC=1C=C(C2=C(CCO2)C1)C(CC(C=O)(C(F)(F)F)O)(C)C (4-(5-fluoro-2,3-dihydrobenzofuran-7-yl)-2-hydroxy-4-methyl-2-trifluoromethyl-pentanal), NC1=C2C=CC(=NC2=CC=C1)C (5-amino-2-methylquinoline), O (water). The solvent is C(C)(=O)O (acetic acid), C1(=CC=CC=C1)C (toluene). Run at time 16 hour. The product is FC=1C=C(C2=C(CCO2)C1)C(CC(C=NC1=C2C=CC(=NC2=CC=C1)C)(C(F)(F)F)O)(C)C (5-[4-(5-Fluoro-2, 3-dihydrobenzofuran-7-yl)-2-hydroxy-4-methyl-2-trifluoromethyl-pentylidenamino]-2-methylquinoline). Reaction SMILES: [F:1][C:2]1[CH:3]=[C:4]([C:11]([CH3:22])([CH3:21])[CH2:12][C:13]([OH:20])([C:16]([F:19])([F:18])[F:17])[CH:14]=O)[C:5]2[O:9][CH2:8][CH2:7][C:6]=2[CH:10]=1.[NH2:23][C:24]1[CH:33]=[CH:32][CH:31]=[C:30]2[C:25]=1[CH:26]=[CH:27][C:28]([CH3:34])=[N:29]2.O>C(O)(=O)C.C1(C)C=CC=CC=1>[F:1][C:2]1[CH:3]=[C:4]([C:11]([CH3:21])([CH3:22])[CH2:12][C:13]([OH:20])([C:16]([F:19])([F:17])[F:18])[CH:14]=[N:23][C:24]2[CH:33]=[CH:32][CH:31]=[C:30]3[C:25]=2[CH:26]=[CH:27][C:28]([CH3:34])=[N:29]3)[C:5]2[O:9][CH2:8][CH2:7][C:6]=2[CH:10]=1. Procedure details: A mixture that consists of 4-(5-fluoro-2,3-dihydrobenzofuran-7-yl)-2-hydroxy-4-methyl-2-trifluoromethyl-pentanal (320 mg, 1 mmol) and 5-amino-2-methylquinoline (190 mg, 1.2 mmol) in acetic acid (2 ml) is stirred for 16 hours at room temperature, diluted with 10 ml of toluene and heated for 4 hours in a water separator. The batch is concentrated by evaporation, whereby the acetic acid is removed azeotropically with toluene. The residue is purified by column chromatography on silica gel with hexan... Reactants: CN1CCOCC1 (N-methylmorpholine), C(C)(C)(C)OC(=O)N1[C@H](C(=O)N[C@@H](CO)C(=O)OC)CCC1 (methyl t-butoxycarbonylprolylserinate), C=1(C(=CC=CC1)S(=O)(=O)Cl)C (toluenesulfonyl chloride). Run in C(Cl)Cl (methylene chloride). Yields the product C(C)(C)(C)OC(=O)N1[C@H](C(=O)NC(=C)C(=O)OC)CCC1 (methyl t-butoxycarbonylprolyldehydroalaninate). RXN SMILES: [C:1]([O:5][C:6]([N:8]1[CH2:22][CH2:21][CH2:20][C@H:9]1[C:10]([NH:12][C@H:13]([C:16]([O:18][CH3:19])=[O:17])[CH2:14]O)=[O:11])=[O:7])([CH3:4])([CH3:3])[CH3:2].CN1CCOCC1.C1(C)C(S(Cl)(=O)=O)=CC=CC=1>C(Cl)Cl>[C:1]([O:5][C:6]([N:8]1[CH2:22][CH2:21][CH2:20][C@H:9]1[C:10]([NH:12][C:13]([C:16]([O:18][CH3:19])=[O:17])=[CH2:14])=[O:11])=[O:7])([CH3:4])([CH3:2])[CH3:3]. Procedure: 31.6 g of methyl t-butoxycarbonylprolylserinate are dissolved in 300 ml methylene chloride. 20.2 g of N-methylmorpholine are added to the solution followed by the addition of 19.1 g toluenesulfonyl chloride. The reaction mixture is chromatographed on silica gel to obtain pure product, methyl t-butoxycarbonylprolyldehydroalaninate. Reactants: ClC1=NC=C(C(=N1)Cl)F (2,4-dichloro-5-fluoro-pyrimidine), C(CCC)[Sn](C(=C)OCC)(CCCC)CCCC (tributyl-(1-ethoxy-vinyl)-stannane), dichlorobis(triphenylphosphine) palladium(II). Run in CN(C)C=O (DMF). Conditions: temperature 75 celsius, time 18 hour. Yields the product ClC1=NC=C(C(=N1)C(=C)OCC)F (2-chloro-4-(1-ethoxyvinyl)-5-fluoropyrimidine). Reaction SMILES: [Cl:1][C:2]1[N:7]=[C:6](Cl)[C:5]([F:9])=[CH:4][N:3]=1.C([Sn](CCCC)(CCCC)[C:15]([O:17][CH2:18][CH3:19])=[CH2:16])CCC>CN(C=O)C>[Cl:1][C:2]1[N:7]=[C:6]([C:15]([O:17][CH2:18][CH3:19])=[CH2:16])[C:5]([F:9])=[CH:4][N:3]=1. Procedure: To a solution of 2,4-dichloro-5-fluoro-pyrimidine (5.2 g, 31.14 mmol) in DMF (60 mL) was added tributyl-(1-ethoxy-vinyl)-stannane (12.37 g, 361.2 mmol), followed by dichlorobis(triphenylphosphine) palladium(II) (0.438 g, 0.623 mmol). The mixture was heated at 75° C. for 2 hours, cooled to rt and concentrated. The oily residue was dissolved in ethyl ether and a saturated solution of aqueous potassium fluoride was added and the mixture was stirred at room temperature for 18 hours. After dilution w... Reactants: COB(OC)OC (trimethoxyboron), Cl (hydrochloric acid), BrC1=CC=C(C=C1)[C@@H]1CC[C@H](CC1)CCC (1-bromo-4-(trans-4-propylcyclohexyl)benzene), aqueous solution, tetrakistriphenylphosphine palladium, C([O-])([O-])=O.[Na+].[Na+] (sodium carbonate), [Mg] (magnesium), C(C)Br (ethyl bromide), C1(=CC=CC=C1)[C@@H](CC1=CC=C(C=C1)Cl)C ((R)-2-phenyl-1-(4-chlorophenyl)propane). Run in O1CCCC1 (tetrahydrofuran), O1CCCC1 (tetrahydrofuran), C1(=CC=CC=C1)C (toluene), COCCOC (1,2-dimethoxyethane), O1CCCC1 (tetrahydrofuran), O1CCCC1 (tetrahydrofuran). Conditions: time 30 minute. The product is C(CC)[C@@H]1CC[C@H](CC1)C1=CC=C(C=C1)C1=CC=C(C=C1)C[C@@H](C)C1=CC=CC=C1 ((R)-1-[4-[4-(trans-4-propylcyclohexyl)phenyl]phenyl]-2-phenylpropane). Reaction SMILES: [Mg].C(Br)C.[C:5]1([C@H:11]([CH3:20])[CH2:12][C:13]2[CH:18]=[CH:17][C:16](Cl)=[CH:15][CH:14]=2)[CH:10]=[CH:9][CH:8]=[CH:7][CH:6]=1.COB(OC)OC.Cl.Br[C:30]1[CH:35]=[CH:34][C:33]([C@H:36]2[CH2:41][CH2:40][C@H:39]([CH2:42][CH2:43][CH3:44])[CH2:38][CH2:37]2)=[CH:32][CH:31]=1.C(=O)([O-])[O-].[Na+].[Na+]>O1CCCC1.C1(C)C=CC=CC=1.COCCOC>[CH2:42]([C@H:39]1[CH2:40][CH2:41][C@H:36]([C:33]2[CH:34]=[CH:35][C:30]([C:16]3[CH:17]=[CH:18][C:13]([CH2:12][C@H:11]([C:5]4[CH:10]=[CH:9][CH:8]=[CH:7][CH:6]=4)[CH3:20])=[CH:14][CH:15]=3)=[CH:31][CH:32]=2)[CH2:37][CH2:38]1)[CH2:43][CH3:44] |f:6.7.8|. Reported procedure: 70 ml of tetrahydrofuran was added to 25.3 g (1.04 mol) of magnesium, and a solution having 9.45 g (0.087 mol) of ethyl bromide and 200 g (0.867 mol) of (R)-2-phenyl-1-(4-chlorophenyl)propane dissolved in 250 ml of tetrahydrofuran was dropwise added thereto over a period of 30 minutes at room temperature with stirring, followed by stirring for 6 hours under reflux. After the mixture was cooled to room temperature, 650 ml of tetrahydrofuran was added thereto. The above reaction liquid was dropwis... Reactants: CN(C)n1cc(C(=O)O)c(=O)c2cc(F)c(Cl)c([N+](=O)[O-])c21, CN1CCNCC1, Cl, C1COCCO1, O. Product: CN1CCN(c2c(F)cc3c(=O)c(C(=O)O)cn(N(C)C)c3c2[N+](=O)[O-])CC1, Cl. Reaction SMILES: [CH3:1][N:2]([n:3]1[cH:4][c:5]([C:19](=[O:20])[OH:21])[c:6](=[O:18])[c:7]2[cH:8][c:9]([F:17])[c:10]([Cl:16])[c:11]([N+:13](=[O:14])[O-:15])[c:12]12)[CH3:22].[CH3:23][N:24]1[CH2:25][CH2:26][NH:27][CH2:28][CH2:29]1.[ClH:36].[O:30]1[CH2:31][CH2:32][O:33][CH2:34][CH2:35]1.[OH2:37]>>[CH3:1][N:2]([n:3]1[cH:4][c:5]([C:19](=[O:20])[OH:21])[c:6](=[O:18])[c:7]2[cH:8][c:9]([F:17])[c:10]([N:27]3[CH2:26][CH2:25][N:24]([CH3:23])[CH2:29][CH2:28]3)[c:11]([N+:13](=[O:14])[O-:15])[c:12]12)[CH3:22].[ClH:16].